This data is from the Open Reaction Database (ORD), a public repository of structured organic reaction records. The task is: describe an organic reaction: reactants, conditions, products, and yield Starting materials: O=C1CNCC=2NC=3C=CC=C(C3C21)C(=O)OC (methyl 4-oxo-2,3,4,9-tetrahydro-1H-pyrido[3,4-b]indole-5-carboxylate), C(C(C)(C)C)(=O)Cl (pivaloyl chloride), C1(CC1)C(=O)N1CC=2C=3C=4C(=CC=CC4NC3C1)C(NN2)=O (2-(cyclopropanecarbonyl)-2,3,4,9-tetrahydro-2,4,9,10-tetraazacyclohepta[def]fluoren-8(1H)-one). The product is C(C(C)(C)C)(=O)N1CC=2C=3C=4C(=CC=CC4NC3C1)C(NN2)=O (2-Pivaloyl-2,3,4,9-tetrahydro-2,4,9,10-tetraazacyclohepta[def]fluoren-8(1H)-one). Reaction SMILES: O=C1C2C3C(C(OC)=O)=CC=CC=3NC=2CNC1.[C:19](Cl)(=[O:24])[C:20]([CH3:23])([CH3:22])[CH3:21].C1(C([N:31]2[CH2:43][C:42]3[NH:41][C:40]4[CH:39]=[CH:38][CH:37]=[C:36]5[C:44](=[O:47])[NH:45][N:46]=[C:33]([C:34]=3[C:35]=45)[CH2:32]2)=O)CC1>>[C:19]([N:31]1[CH2:43][C:42]2[NH:41][C:40]3[CH:39]=[CH:38][CH:37]=[C:36]4[C:44](=[O:47])[NH:45][N:46]=[C:33]([C:34]=2[C:35]=34)[CH2:32]1)(=[O:24])[C:20]([CH3:23])([CH3:22])[CH3:21]. Procedure details: Compound 51 was prepared from methyl 4-oxo-2,3,4,9-tetrahydro-1H-pyrido[3,4-b]indole-5-carboxylate and pivaloyl chloride according to the procedures similar to those for Compound 47. 1H NMR (DMSO-d6) δ 9.63 (s, 1H), 7.27-7.47 (m, 2H), 6.96 (s, 1H), 4.89 (s, 2H), 4.33 (s, 2H), and 1.24 (s, 9H). MS (ESI) m/e [M+1]+ 311. Reactants: CCCCCCCCCCOc1ccc(C(=O)O)cc1, CN(C)C=O, O=S(Cl)Cl. Yields the product CCCCCCCCCCOc1ccc(C(=O)Cl)cc1. RXN SMILES: [CH2:5]([CH2:6][CH2:7][CH2:8][CH2:9][CH2:10][CH2:11][CH2:12][CH2:13][CH3:14])[O:15][c:16]1[cH:17][cH:18][c:19]([C:20](=[O:21])[OH:22])[cH:23][cH:24]1.[CH3:25][N:26]([CH3:27])[CH:28]=[O:29].[S:1]([Cl:2])([Cl:3])=[O:4]>>[Cl:3][C:20]([c:19]1[cH:18][cH:17][c:16]([O:15][CH2:5][CH2:6][CH2:7][CH2:8][CH2:9][CH2:10][CH2:11][CH2:12][CH2:13][CH3:14])[cH:24][cH:23]1)=[O:21]. Reactants: NC=1NC(C2=CC=CC=C2C1)=O (3-Amino-2H-isoquinolin-1-one), [Cl-].ClC1[NH+](CCN1C)C (2-chloro-1,3-dimethylimidazolinium chloride), Cl.CN(CC(=O)O)C (dimethylglycine hydrochloride), N1=CC=CC=C1 (pyridine). Solvent: CO (methanol), C(Cl)(Cl)Cl (chloroform), C(Cl)Cl (methylene chloride). Conditions: time 2 hour. The product is NC=1NC(C2=CC=CC=C2C1C(CN(C)C)=O)=O (3-amino-4-(2-(dimethylamino) acetyl)-2H-isoquinolin-1-one). Isolated yield 39.9%. RXN SMILES: [NH2:1][C:2]1[NH:3][C:4](=[O:12])[C:5]2[C:10]([CH:11]=1)=[CH:9][CH:8]=[CH:7][CH:6]=2.Cl.[CH3:14][N:15]([CH3:20])[CH2:16][C:17](O)=[O:18].N1C=CC=CC=1.[Cl-].ClC1N(C)CC[NH+]1C>C(Cl)Cl.CO.C(Cl)(Cl)Cl>[NH2:1][C:2]1[NH:3][C:4](=[O:12])[C:5]2[C:10]([C:11]=1[C:17](=[O:18])[CH2:16][N:15]([CH3:20])[CH3:14])=[CH:9][CH:8]=[CH:7][CH:6]=2 |f:1.2,4.5|. Procedure details: 3-Amino-2H-isoquinolin-1-one (9.0 g), dimethylglycine hydrochloride (10.2 g) and pyridine (22.7 mL) were suspended in methylene chloride (100 mL), and 2-chloro-1,3-dimethylimidazolinium chloride (12.4 g) was added under ice-cooling. Then the mixture was stirred at room temperature for 2 hrs. After the completion of the reaction, the reaction mixture was dissolved in a mixed solvent (chloroform and lo methanol 10:1), washed with aqueous potassium carbonate solution and the organic layer was dried... Reactants: CC(C)(C)c1ccc([N+](=O)[O-])cc1N, CCOC(C)=O, O=N[O-], Nc1ccccc1, NC(N)=O, [Na+], O, O=S(=O)(O)O. The product is CC(C)(C)c1ccc([N+](=O)[O-])cc1O. RXN SMILES: [C:6]([CH3:7])([CH3:8])([CH3:9])[c:10]1[c:11]([NH2:12])[cH:13][c:14]([N+:17](=[O:18])[O-:19])[cH:15][cH:16]1.[CH3:36][CH2:37][O:38][C:39]([CH3:40])=[O:41].[N:27](=[O:28])[O-:29].[NH2:20][c:21]1[cH:22][cH:23][cH:24][cH:25][cH:26]1.[NH2:31][C:32](=[O:33])[NH2:34].[Na+:30].[OH2:35].[S:1](=[O:2])(=[O:3])([OH:4])[OH:5]>>[C:6]([CH3:7])([CH3:8])([CH3:9])[c:10]1[c:11]([OH:28])[cH:13][c:14]([N+:17](=[O:18])[O-:19])[cH:15][cH:16]1. Starting materials: C=CCC1(OC)CN(C(=O)OC(C)(C)C)CC1O[Si](C)(C)C(C)(C)C, ClCCl, O=[O+][O-]. Product: COC1(CCO)CN(C(=O)OC(C)(C)C)CC1O[Si](C)(C)C(C)(C)C. As a reaction SMILES: [C:1]([CH3:2])([CH3:3])([CH3:4])[Si:5]([O:6][CH:7]1[C:8]([CH2:19][CH:20]=[CH2:21])([O:22][CH3:23])[CH2:9][N:10]([C:12](=[O:13])[O:14][C:15]([CH3:16])([CH3:17])[CH3:18])[CH2:11]1)([CH3:24])[CH3:25].[Cl:29][CH2:30][Cl:31].[O-:26][O+:27]=[O:28]>>[C:1]([CH3:2])([CH3:3])([CH3:4])[Si:5]([O:6][CH:7]1[C:8]([CH2:19][CH2:20][OH:26])([O:22][CH3:23])[CH2:9][N:10]([C:12](=[O:13])[O:14][C:15]([CH3:16])([CH3:17])[CH3:18])[CH2:11]1)([CH3:24])[CH3:25]. Starting materials: [OH-].[Na+] (sodium hydroxide), C(CCCCCC)NC(N(C)C1=CC=CC(=N1)C1=CC=C(C=C1)CCC(=O)OCC)=O (ethyl 3-{4-[6-(3-heptyl-1-methylureido)pyrid-2-yl]phenyl}propanoate), O1CCCC1.CO (tetrahydrofuran methanol), C(CCCCCC)NC(N(C)C1=CC=CC(=N1)C1=CC=C(C=C1)C=CC(=O)OCC)=O (ethyl 3-{4-[6-(3-heptyl-1-methylureido)pyrid-2-yl]phenyl}acrylate). Reagents/catalysts: [Pd] (palladium-on-charcoal). Run in 9/1, C(C)(=O)O (acetic acid), O (water), CO (methanol). Run at time 3 hour. Product: C(CCCCCC)NC(N(C)C1=CC=CC(=N1)C1=CC=C(C=C1)CCC(=O)O)=O (3-{4-[6-(3-heptyl-1-methylureido)pyrid-2-yl]phenyl}propanoic acid). Yield: 69.2%. Reaction SMILES: [CH2:1]([NH:8][C:9](=[O:31])[N:10]([C:12]1[N:17]=[C:16]([C:18]2[CH:23]=[CH:22][C:21]([CH:24]=[CH:25][C:26]([O:28]CC)=[O:27])=[CH:20][CH:19]=2)[CH:15]=[CH:14][CH:13]=1)[CH3:11])[CH2:2][CH2:3][CH2:4][CH2:5][CH2:6][CH3:7].[OH-].[Na+].C(NC(=O)N(C1N=C(C2C=CC(CCC(OCC)=O)=CC=2)C=CC=1)C)CCCCCC.O1CCCC1.CO>CO.[Pd].C(O)(=O)C.O>[CH2:1]([NH:8][C:9](=[O:31])[N:10]([C:12]1[N:17]=[C:16]([C:18]2[CH:23]=[CH:22][C:21]([CH2:24][CH2:25][C:26]([OH:28])=[O:27])=[CH:20][CH:19]=2)[CH:15]=[CH:14][CH:13]=1)[CH3:11])[CH2:2][CH2:3][CH2:4][CH2:5][CH2:6][CH3:7] |f:1.2,4.5|. Procedure: 170 mg (0.4 mmol) of ethyl 3-{4-[6-(3-heptyl-1-methylureido)pyrid-2-yl]phenyl}acrylate are dissolved in 5 ml of methanol. 50 mg of 10% palladium-on-charcoal are added. The reaction mixture is stirred for 3 hours at room temperature under a hydrogen atmosphere. The catalyst is filtered off and the solvents are then evaporated off and the oil obtained is used directly in the following reaction. 170 mg of sodium hydroxide are added to the solution of ethyl 3-{4-[6-(3-heptyl-1-methylureido)pyrid-2-y...